From a dataset of the Open Reaction Database (ORD), a public repository of structured organic reaction records. describe an organic reaction: reactants, conditions, products, and yield Starting materials: [Na] (sodium), [Br-].CC(C(C)=O)OC1=C(C[P+](C2=CC=CC=C2)(C2=CC=CC=C2)C2=CC=CC=C2)C=C(C=C1)I (2-(1-methyl-2-oxo-propyloxy)-5-iodobenzyltriphenylphosphonium bromide), C(C)OCC (diethyl ether), O (water). Solvent: C(C)O (ethanol), C(C)O (ethanol). The product is IC=1C=CC2=C(C=C(C(O2)(C)C)C)C1 (6-iodo-2,2,3-trimethyl-1(2H)-benzopyran). The yield is 85.0%. RXN SMILES: [Br-].[CH3:2][CH:3]([O:7][C:8]1[CH:33]=[CH:32][C:31]([I:34])=[CH:30][C:9]=1[CH2:10][P+](C1C=CC=CC=1)(C1C=CC=CC=1)C1C=CC=CC=1)[C:4](=O)[CH3:5].[Na].[CH2:36](OCC)C.O>C(O)C>[I:34][C:31]1[CH:32]=[CH:33][C:8]2[O:7][C:3]([CH3:2])([CH3:36])[C:4]([CH3:5])=[CH:10][C:9]=2[CH:30]=1 |f:0.1,^1:34|. Procedure details: To a suspension of 2-(1-methyl-2-oxo-propyloxy)-5-iodobenzyltriphenylphosphonium bromide (0.71 g, 0.00108 mol) in absolute ethanol (3 ml) was added dropwise at room temperature a solution of sodium (0.025 g) in absolute ethanol (1 ml). After twelve hours at room temperature, diethyl ether and water were added. The organic phase was separated, dried and evaporated. The residue was chromatographed on silica gel, eluting with a mixture of dichloromethane/heptane (50/50) to give 0.29 g (85%) of 6-io... The reactants are COC(=O)CCC(=NOCc1cccc(OCc2nc(-c3ccccc3)oc2C)c1)c1ccccc1, Cl, [Na+], C1CCOC1, [OH-]. The product is Cc1oc(-c2ccccc2)nc1COc1cccc(CON=C(CCC(=O)O)c2ccccc2)c1. As a reaction SMILES: [CH3:3][c:4]1[c:5]([CH2:15][O:16][c:17]2[cH:18][c:19]([CH2:20][O:21][N:22]=[C:23]([CH2:24][CH2:25][C:26](=[O:27])[O:28][CH3:29])[c:30]3[cH:31][cH:32][cH:33][cH:34][cH:35]3)[cH:36][cH:37][cH:38]2)[n:6][c:7](-[c:9]2[cH:10][cH:11][cH:12][cH:13][cH:14]2)[o:8]1.[ClH:39].[Na+:2].[O:40]1[CH2:41][CH2:42][CH2:43][CH2:44]1.[OH-:1]>>[CH3:3][c:4]1[c:5]([CH2:15][O:16][c:17]2[cH:18][c:19]([CH2:20][O:21][N:22]=[C:23]([CH2:24][CH2:25][C:26](=[O:27])[OH:28])[c:30]3[cH:31][cH:32][cH:33][cH:34][cH:35]3)[cH:36][cH:37][cH:38]2)[n:6][c:7](-[c:9]2[cH:10][cH:11][cH:12][cH:13][cH:14]2)[o:8]1. Starting materials: C(=O)(C(F)(F)F)O (TFA), C1=CC(=CC(=C1)Cl)C(=O)OO (m-CPBA), ice, C(C)(C)N1N=C(N=C1C1=CN2CCOC3=C(C2=N1)C=C(C(=C3)C)SC3CCN(CC3)C(C)C)C (2-(2-Isopropyl-5-methyl-2H-[1,2,4]triazol-3-yl)-9-(1-isopropylpiperidin-4-ylsulfanyl)-8-methyl-4,5-dihydro-6-oxa-1,3a-diazabenzo[e]azulene). Solvent: C(Cl)Cl (DCM), C(Cl)Cl (DCM). Run at temperature 0 celsius, time 20 minute. The product is C(C)(C)N1N=C(N=C1C=1N=C2N(CCOC3=C2C=C(C(=C3)C)S(=O)C3CCN(CC3)C(C)C)C1)C (2-(1-isopropyl-3-methyl-1H-1,2,4-triazol-5-yl)-10-(1-isopropylpiperidin-4-ylsulfinyl)-9-methyl-5,6-dihydrobenzo[f]imidazo[1,2-d][1,4]oxazepine). Reaction SMILES: [CH:1]([N:4]1[C:8]([C:9]2[N:18]=[C:17]3[N:11]([CH2:12][CH2:13][O:14][C:15]4[CH:22]=[C:21]([CH3:23])[C:20]([S:24][CH:25]5[CH2:30][CH2:29][N:28]([CH:31]([CH3:33])[CH3:32])[CH2:27][CH2:26]5)=[CH:19][C:16]=43)[CH:10]=2)=[N:7][C:6]([CH3:34])=[N:5]1)([CH3:3])[CH3:2].C(O)(C(F)(F)F)=[O:36].C1C=C(Cl)C=C(C(OO)=O)C=1>C(Cl)Cl>[CH:1]([N:4]1[C:8]([C:9]2[N:18]=[C:17]3[C:16]4[CH:19]=[C:20]([S:24]([CH:25]5[CH2:26][CH2:27][N:28]([CH:31]([CH3:33])[CH3:32])[CH2:29][CH2:30]5)=[O:36])[C:21]([CH3:23])=[CH:22][C:15]=4[O:14][CH2:13][CH2:12][N:11]3[CH:10]=2)=[N:7][C:6]([CH3:34])=[N:5]1)([CH3:2])[CH3:3]. Procedure: To an ice-cooled solution of 2-(2-isopropyl-5-methyl-2H-[1,2,4]triazol-3-yl)-9-(1-isopropylpiperidin-4-ylsulfanyl)-8-methyl-4,5-dihydro-6-oxa-1,3a-diazabenzo[e]azulene from Example 32 (112 mg, 0.233 mmol) in DCM (10 mL) was added TFA (90 μL, 1.165 mmol) followed by a solution of m-CPBA (44 mg, 0.256 mmol) in DCM (2 mL). The resulting mixture was stirred for 20 min at 0° C. then volatiles were removed under reduced pressure. The crude material was purified by column chromatography (C18, gradient ... Reaction SMILES: C([NH:5][S:6]([C:9]1[CH:14]=[CH:13][CH:12]=[C:11]([C:15]2[CH:20]=[C:19]([C:21]3[CH:26]=[C:25]([C:27]([F:30])([F:29])[F:28])[CH:24]=[C:23]([C:31]4[CH:36]=[CH:35][C:34]([C:37]([F:40])([F:39])[F:38])=[CH:33][CH:32]=4)[N:22]=3)[CH:18]=[CH:17][N:16]=2)[CH:10]=1)(=[O:8])=[O:7])(C)(C)C.C(O)(C(F)(F)F)=O>ClCCl>[F:30][C:27]([F:28])([F:29])[C:25]1[CH:24]=[C:23]([C:31]2[CH:36]=[CH:35][C:34]([C:37]([F:38])([F:39])[F:40])=[CH:33][CH:32]=2)[N:22]=[C:21]([C:19]2[CH:18]=[CH:17][N:16]=[C:15]([C:11]3[CH:10]=[C:9]([S:6]([NH2:5])(=[O:8])=[O:7])[CH:14]=[CH:13][CH:12]=3)[CH:20]=2)[CH:26]=1. Reactants: C(C)(C)(C)NS(=O)(=O)C1=CC(=CC=C1)C1=NC=CC(=C1)C1=NC(=CC(=C1)C(F)(F)F)C1=CC=C(C=C1)C(F)(F)F (N-tert-butyl-3-[4-trifluoromethyl-6-(4-trifluoromethyl-phenyl)-[2,4′]bipyridinyl-2′-yl]-benzenesulfonamide), C(=O)(C(F)(F)F)O (TFA). Solvent: ClCCl (dichloromethane). Product: FC(C1=CC(=NC(=C1)C1=CC=C(C=C1)C(F)(F)F)C1=CC(=NC=C1)C=1C=C(C=CC1)S(=O)(=O)N)(F)F (3-[4-Trifluoromethyl-6-(4-trifluoromethyl-phenyl)-[2,4′]bipyridinyl-2′-yl]-benzenesulfonamide). Isolated yield 80.9%. Procedure details: To a stirred and cooled solution of N-tert-butyl-3-[4-trifluoromethyl-6-(4-trifluoromethyl-phenyl)-[2,4′]bipyridinyl-2′-yl]-benzenesulfonamide (example 285) (0.248 g, 0.43 mmol) in dichloromethane (3 mL) was added TFA (3 mL) and the reaction mixture was allowed to stir at room temperature for 16 h. The mixture was evaporated to dryness and saturated NaHCO3 solution (5 mL), diethyl ether and heptane were added. The mixture was stirred at room temperature for 1 h, the precipitate was collected by ... Product: CCn1ccc2ccc(NC(=O)c3ccc(N4CCN(c5ccc(C(=O)O)cc5Cl)CC4)nc3)cc21. The reactants are O=C(O)c1ccc(Br)c(Cl)c1, CC(C)(C)c1cccc(NC(=O)c2ccc(N3CCN(c4ccc(C(=O)O)cc4)CC3)c(F)c2)c1, CCn1ccc2ccc(NC(=O)c3ccc(N4CCNCC4)nc3)cc21. Reaction SMILES: [Br:27][c:28]1[c:29]([Cl:37])[cH:30][c:31]([C:32](=[O:33])[OH:34])[cH:35][cH:36]1.[C:38]([c:39]1[cH:40][c:41]([NH:42][C:43]([c:44]2[cH:45][cH:46][c:47]([N:48]3[CH2:49][CH2:50][N:51]([c:52]4[cH:53][cH:54][c:55]([C:56]([OH:57])=[O:58])[cH:59][cH:60]4)[CH2:61][CH2:62]3)[c:63]([F:64])[cH:65]2)=[O:66])[cH:67][cH:68][cH:69]1)([CH3:70])([CH3:71])[CH3:72].[CH2:1]([CH3:2])[n:3]1[cH:4][cH:5][c:6]2[cH:7][cH:8][c:9]([NH:12][C:13]([c:14]3[cH:15][n:16][c:17]([N:20]4[CH2:21][CH2:22][NH:23][CH2:24][CH2:25]4)[cH:18][cH:19]3)=[O:26])[cH:10][c:11]12>>[CH2:1]([CH3:2])[n:3]1[cH:4][cH:5][c:6]2[cH:7][cH:8][c:9]([NH:12][C:13]([c:14]3[cH:15][n:16][c:17]([N:20]4[CH2:21][CH2:22][N:23]([c:28]5[c:29]([Cl:37])[cH:30][c:31]([C:32](=[O:33])[OH:34])[cH:35][cH:36]5)[CH2:24][CH2:25]4)[cH:18][cH:19]3)=[O:26])[cH:10][c:11]12. Starting materials: C(C=C)N(NC(C1=CC(=C(C=C1)Cl)S(N)(=O)=O)=O)C1=CC=CC=C1 (1-allyl-1-phenyl-2-(3-sulfamoyl-4-chlorobenzoyl)-hydrazine), O (water). The reagents and catalysts are Cl.[Cl-].[Cl-].[Zn+2] (Lucas reagent), [Cl-].[Zn+2].[Cl-] (zinc chloride). The solvent is Cl (hydrochloric acid). Reaction conditions: time 6 hour. Product: ClC1=C(C=C(C(=O)NN2C(CC3=CC=CC=C23)C)C=C1)S(N)(=O)=O (1-(4-chloro-3-sulfamoylbenzamido)-2-methylindoline). Reaction SMILES: [CH2:1]([N:4]([C:19]1[CH:24]=[CH:23][CH:22]=[CH:21][CH:20]=1)[NH:5][C:6](=O)[C:7]1[CH:12]=[CH:11][C:10]([Cl:13])=[C:9]([S:14](=[O:17])(=[O:16])[NH2:15])[CH:8]=1)[CH:2]=[CH2:3].[OH2:25]>Cl.Cl.[Cl-].[Cl-].[Zn+2].[Cl-].[Zn+2].[Cl-]>[Cl:13][C:10]1[CH:11]=[CH:12][C:7]([C:6]([NH:5][N:4]2[C:1]3[C:21](=[CH:22][CH:23]=[CH:3][CH:2]=3)[CH2:20][CH:19]2[CH3:24])=[O:25])=[CH:8][C:9]=1[S:14](=[O:16])(=[O:17])[NH2:15] |f:3.4.5.6,7.8.9|. Reported procedure: In a 50 ml round bottom was placed 8 grams of Lucas reagent. The reagent is prepared by dissolving 16 grams of anhydrous zinc chloride in 10 ml of concentrated hydrochloric acid. To this reagent was added 100 mg (0.27 mmols) of 1-allyl-1-phenyl-2-(3-sulfamoyl-4-chlorobenzoyl)-hydrazine with stirring under nitrogen for a short time to dissolve the solid. The reaction cyclized at 60° C. over 6 hours. The reactant was worked up by pouring the cooled reaction mixture into water and extracting the pr... The reactants are C([O-])([O-])=O.[Na+].[Na+] (sodium carbonate), C(=O)(OCC1=CC=CC=C1)Cl (carbobenzoxy chloride), C(C)OC(CN)OCC (2,2-diethoxyethylamine). The solvent is C(C)(=O)OCC (ethyl acetate). Reaction conditions: time 6 hour. Yields the product C(C)OC(CNC(OCC1=CC=CC=C1)=O)OCC (benzyl 2,2-diethoxyethylcarbamate). Isolated yield 98.0%. RXN SMILES: C(=O)([O-])[O-].[Na+].[Na+].[C:7](Cl)([O:9][CH2:10][C:11]1[CH:16]=[CH:15][CH:14]=[CH:13][CH:12]=1)=[O:8].[CH2:18]([O:20][CH:21]([O:24][CH2:25][CH3:26])[CH2:22][NH2:23])[CH3:19]>C(OCC)(=O)C>[CH2:18]([O:20][CH:21]([O:24][CH2:25][CH3:26])[CH2:22][NH:23][C:7](=[O:8])[O:9][CH2:10][C:11]1[CH:16]=[CH:15][CH:14]=[CH:13][CH:12]=1)[CH3:19] |f:0.1.2|. Procedure details: An aqueous solution (400 ml) of sodium carbonate (31.8 g) and carbobenzoxy chloride (51.2 g) were added to a solution of 2,2-diethoxyethylamine (42.0 g) in ethyl acetate (300 ml) under ice-cooling, and the mixture was stirred for 6 hours. After separating the mixture into layers, the organic layer was washed successively with 0.5N hydrochloric acid, an aqueous sodium bicarbonate solution and an aqueous saturated sodium chloride solution, dried and concentrated to give pale orange oily benzyl 2,2... The reactants are CO[C@@H]1[C@H]([C@@H]([C@H](C(O1)CO)O)O)O (Methyl-D-glucopyranoside), C(CCCCCCCCC)(=O)O (decanoic acid). Yield: 59.0%. As a reaction SMILES: [CH3:1][O:2][C@H:3]1[O:8][CH:7]([CH2:9][OH:10])[C@H:6]([OH:11])[C@@H:5]([OH:12])[C@@H:4]1[OH:13].[C:14](O)(=[O:24])[CH2:15][CH2:16][CH2:17][CH2:18][CH2:19][CH2:20][CH2:21][CH2:22][CH3:23]>>[C:14]([O:10][CH2:9][C@H:7]1[O:8][CH:3]([O:2][CH3:1])[C@H:4]([OH:13])[C@@H:5]([OH:12])[C@@H:6]1[OH:11])(=[O:24])[CH2:15][CH2:16][CH2:17][CH2:18][CH2:19][CH2:20][CH2:21][CH2:22][CH3:23]. Reported procedure: Methyl-D-glucopyranoside (a 2:3 mixture of the α- and β-anomers) (24 g, 0.12 mol, prepared according to Example 6) was esterified with decanoic acid (43 g, 0.25 mol) by the procedure described in Example 1 using 2.4 g of an immobilized lipase (derived from Candida antarctica). After 17 hours the enzyme was removed by filtration (at 80° C.) HPLC analysis of the crude product showed 77% of the title compound, 15% diesters and 8% methyl-D-glucopyranoside. Part of the crude product was purified by c... The product is C(CCCCCCCCC)(=O)OC[C@@H]1[C@H]([C@@H]([C@H](C(OC)O1)O)O)O (methyl 6-O-decanoyl-D-glucopyranoside). The reactants are COC(C(NC(C(C)C)=O)SCCCC)=O (2-Butylthio-2-methylpropionylglycine methyl ester), [OH-].[Na+] (sodium hydroxide), resultant mixture. Run in CO (methanol). Yields the product C(CCC)SC(NC(C(C)C)=O)C(=O)O (2-Butylthio-2-methylpropionylglycine). Isolated yield 60.0%. Reaction SMILES: C[O:2][C:3](=[O:16])[CH:4]([S:11][CH2:12][CH2:13][CH2:14][CH3:15])[NH:5][C:6](=[O:10])[CH:7]([CH3:9])[CH3:8].[OH-].[Na+]>CO>[CH2:12]([S:11][CH:4]([C:3]([OH:16])=[O:2])[NH:5][C:6](=[O:10])[CH:7]([CH3:9])[CH3:8])[CH2:13][CH2:14][CH3:15] |f:1.2|. Procedure details: To a solution of Compound (25) (7.7 g; 30 mmol) in methanol (70 ml), 1N sodium hydroxide solution (33 ml; 33mmol)) was added under cooling, and the resultant mixture was stirred at the same temperature for 1 hour and at room temperature for 4 hours, followed by concentration. The residue was washed with ether. The aqueous layer was adjusted to pH 3 with citric acid under cooling and saturated with sodium chloride, followed by extraction with ethyl acetate. The extract was washed with a saturated...